Dataset: the Open Reaction Database (ORD), a public repository of structured organic reaction records. Task: describe an organic reaction: reactants, conditions, products, and yield Reactants: O=S(=O)(Nc1cccc(C(O)=Cc2ccnc(Cl)n2)c1)c1c(F)cccc1F, COC(=O)c1cccc(NS(=O)(=O)c2c(F)cccc2F)c1Cl, Cc1ccnc(Cl)n1. Yields the product O=S(=O)(Nc1cccc(C(O)=Cc2ccnc(Cl)n2)c1Cl)c1c(F)cccc1F. As a reaction SMILES: [Cl:1][c:2]1[n:3][cH:4][cH:5][c:6]([CH:8]=[C:9]([OH:10])[c:11]2[cH:12][c:13]([NH:17][S:18](=[O:19])(=[O:20])[c:21]3[c:22]([F:28])[cH:23][cH:24][cH:25][c:26]3[F:27])[cH:14][cH:15][cH:16]2)[n:7]1.[Cl:29][c:30]1[c:31]([NH:32][S:33]([c:34]2[c:35]([F:36])[cH:37][cH:38][cH:39][c:40]2[F:41])(=[O:42])=[O:43])[cH:44][cH:45][cH:46][c:47]1[C:48]([O:49][CH3:50])=[O:51].[Cl:52][c:53]1[n:54][c:55]([CH3:56])[cH:57][cH:58][n:59]1>>[Cl:1][c:2]1[n:3][cH:4][cH:5][c:6]([CH:8]=[C:9]([OH:10])[c:11]2[c:12]([Cl:29])[c:13]([NH:17][S:18](=[O:19])(=[O:20])[c:21]3[c:22]([F:28])[cH:23][cH:24][cH:25][c:26]3[F:27])[cH:14][cH:15][cH:16]2)[n:7]1. Reactants: O=C([O-])O, CN(C)C=O, CCOC(C)=O, OC(c1cc(Cl)ncc1Cl)c1c(F)cccc1F, O=S([O-])c1ccc(Cl)cc1, ClCCl, [Na+], [Na+], O=S(Cl)Cl. The product is O=S(=O)(c1ccc(Cl)cc1)C(c1cc(Cl)ncc1Cl)c1c(F)cccc1F. RXN SMILES: [C:23](=[O:24])([OH:25])[O-:26].[CH3:42][N:43]([CH3:44])[CH:45]=[O:46].[CH3:47][CH2:48][O:49][C:50](=[O:51])[CH3:52].[Cl:1][c:2]1[n:3][cH:4][c:5]([Cl:18])[c:6]([CH:8]([OH:9])[c:10]2[c:11]([F:17])[cH:12][cH:13][cH:14][c:15]2[F:16])[cH:7]1.[Cl:28][c:29]1[cH:30][cH:31][c:32]([S:35](=[O:36])[O-:37])[cH:33][cH:34]1.[Cl:39][CH2:40][Cl:41].[Na+:27].[Na+:38].[S:19]([Cl:20])([Cl:21])=[O:22]>>[Cl:1][c:2]1[n:3][cH:4][c:5]([Cl:18])[c:6]([CH:8]([c:10]2[c:11]([F:17])[cH:12][cH:13][cH:14][c:15]2[F:16])[S:35]([c:32]2[cH:31][cH:30][c:29]([Cl:28])[cH:34][cH:33]2)(=[O:36])=[O:37])[cH:7]1. The reactants are [C-]#N, C1CCOC1, CO, C=CCC(CC(OC)c1ccc(F)c(C)c1)C(=O)OC, [K+], NO, O. Product: C=CCC(CC(OC)c1ccc(F)c(C)c1)C(=O)NO. Reaction SMILES: [C-:28]#[N:29].[CH2:21]1[O:22][CH2:23][CH2:24][CH2:25]1.[CH3:32][OH:33].[F:1][c:2]1[c:3]([CH3:20])[cH:4][c:5]([CH:8]([CH2:9][CH:10]([C:11](=[O:12])[O:13][CH3:14])[CH2:15][CH:16]=[CH2:17])[O:18][CH3:19])[cH:6][cH:7]1.[K+:30].[NH2:26][OH:27].[OH2:31]>>[F:1][c:2]1[c:3]([CH3:20])[cH:4][c:5]([CH:8]([CH2:9][CH:10]([C:11](=[O:12])[NH:26][OH:27])[CH2:15][CH:16]=[CH2:17])[O:18][CH3:19])[cH:6][cH:7]1. Starting materials: NCCSCC1=NOC=C1 (3-[(2-aminoethyl)thiomethyl]isoxazole), dihydrobromide, [N+](=O)([O-])C=C(SC)SC (1-nitro-2,2-bis-methylthioethylene), [N+](=O)([O-])C=C(NCCSCC1=NOC=C1)SC (1-nitro-2-methylthio-2-[2-(3-isoxazolylmethylthio)ethylamino]ethylene), CN (methylamine). The product is [N+](=O)([O-])C=C(NCCSCC1=NOC=C1)NC (1-nitro-2-methylamino-2-[2-(3-isoxazolylmethylthio)ethylamino]ethylene). Reaction SMILES: [NH2:1][CH2:2][CH2:3][S:4][CH2:5][C:6]1[CH:10]=[CH:9][O:8][N:7]=1.[N+](C=C(SC)SC)([O-])=O.[N+:20]([CH:23]=[C:24](SC)[NH:25][CH2:26]CSCC1C=CON=1)([O-:22])=[O:21].CN>>[N+:20]([CH:23]=[C:24]([NH:25][CH3:26])[NH:1][CH2:2][CH2:3][S:4][CH2:5][C:6]1[CH:10]=[CH:9][O:8][N:7]=1)([O-:22])=[O:21]. Reported procedure: Reaction of 3-[(2-aminoethyl)thiomethyl]isoxazole (from the dihydrobromide (3.8 g)) with 1-nitro-2,2-bis-methylthioethylene (2.0 g) by the procedure of Example 4(i) and treatment of the resultant 1-nitro-2-methylthio-2-[2-(3-isoxazolylmethylthio)ethylamino]ethylene with methylamine according to the procedure of Example 3(ii) gives 1-nitro-2-methylamino-2-[2-(3-isoxazolylmethylthio)ethylamino]ethylene. Starting materials: [I-] (iodide), [OH-] (hydroxide), [I-] (iodide), C1(CCCCC1)N1CC[N+](CC1)(C)C (4-cyclohexyl-1,1-dimethyl-piperazinium). Solvent: O (water). Yields the product [OH-].C1(CCCCC1)N1CC[N+](CC1)(C)C (4-cyclohexyl-1,1-dimethyl-piperazinium hydroxide). As a reaction SMILES: [I-].[OH-:2].[CH:3]1([N:9]2[CH2:14][CH2:13][N+:12]([CH3:16])([CH3:15])[CH2:11][CH2:10]2)[CH2:8][CH2:7][CH2:6][CH2:5][CH2:4]1>O>[OH-:2].[CH:3]1([N:9]2[CH2:10][CH2:11][N+:12]([CH3:16])([CH3:15])[CH2:13][CH2:14]2)[CH2:8][CH2:7][CH2:6][CH2:5][CH2:4]1 |f:4.5|. Procedure: The iodide of the cation is exchanged for hydroxide using an ion exchange resin in accordance with the following procedure: 20 g (62 mmol) of the iodide of the cation (R′I) is dissolved in water. 62 g of Dowex SBR resin is added to the solution obtained and it is kept under stirring until the following day. Afterwards, it is filtered, washed with distilled water and a solution of 4-cyclohexyl-1,1-dimethyl-piperazinium hydroxide (R′OH) is obtained which is titrated with HCl (aq.) using phenolphth...